This data is from the Open Reaction Database (ORD), a public repository of structured organic reaction records. The task is: describe an organic reaction: reactants, conditions, products, and yield Starting materials: Cl, O=C(O)C1(C(F)(F)F)CC1, NC1CCC(CCN2CCC(c3cccc4c3OCO4)CC2)CC1. Yields the product O=C(NC1CCC(CCN2CCC(c3cccc4c3OCO4)CC2)CC1)C1(C(F)(F)F)CC1. As a reaction SMILES: [ClH:1].[F:26][C:27]([C:28]1([C:31](=[O:32])[OH:33])[CH2:29][CH2:30]1)([F:34])[F:35].[O:2]1[CH2:3][O:4][c:5]2[c:6]1[cH:7][cH:8][cH:9][c:10]2[CH:11]1[CH2:12][CH2:13][N:14]([CH2:17][CH2:18][CH:19]2[CH2:20][CH2:21][CH:22]([NH2:25])[CH2:23][CH2:24]2)[CH2:15][CH2:16]1>>[O:2]1[CH2:3][O:4][c:5]2[c:6]1[cH:7][cH:8][cH:9][c:10]2[CH:11]1[CH2:12][CH2:13][N:14]([CH2:17][CH2:18][CH:19]2[CH2:20][CH2:21][CH:22]([NH:25][C:31]([C:28]3([C:27]([F:26])([F:34])[F:35])[CH2:29][CH2:30]3)=[O:32])[CH2:23][CH2:24]2)[CH2:15][CH2:16]1. Reactants: Cl.Cl.NCCCC[C@@H](C(=O)OCC)N[C@H]1CSC2=C(N(C1=O)CC(=O)O)C=CC=C2 (3(R)-[5-amino-1(S)-ethoxycarbonylpentyl]amino-4-oxo-2,3,4,5-tetrahydro-1,5-benzothiazepine-5-acetic acid dihydrochloride), C1(CCCCC1)=O (cyclohexanone), C(#N)[BH3-].[Na+] (sodium cyanoborohydride). Solvent: C(C)O (ethanol). Conditions: time 8 hour. Yields the product C(=O)(O)[C@H](CCCCNC1CCCCC1)N[C@H]1CSC2=C(N(C1=O)CC(=O)O)C=CC=C2 (3(R)-[1(S)-carboxy-5-cyclohexylaminopentyl]amino-4-oxo-2,3,4,5-tetrahydro-1,5-benzothiazepine-5-acetic acid). Isolated yield 62.4%. RXN SMILES: Cl.Cl.[NH2:3][CH2:4][CH2:5][CH2:6][CH2:7][C@H:8]([NH:14][C@@H:15]1[C:21](=[O:22])[N:20]([CH2:23][C:24]([OH:26])=[O:25])[C:19]2[CH:27]=[CH:28][CH:29]=[CH:30][C:18]=2[S:17][CH2:16]1)[C:9]([O:11]CC)=[O:10].[C:31]1(=O)[CH2:36][CH2:35][CH2:34][CH2:33][CH2:32]1.C([BH3-])#N.[Na+]>C(O)C>[C:9]([C@@H:8]([NH:14][C@@H:15]1[C:21](=[O:22])[N:20]([CH2:23][C:24]([OH:26])=[O:25])[C:19]2[CH:27]=[CH:28][CH:29]=[CH:30][C:18]=2[S:17][CH2:16]1)[CH2:7][CH2:6][CH2:5][CH2:4][NH:3][CH:31]1[CH2:36][CH2:35][CH2:34][CH2:33][CH2:32]1)([OH:11])=[O:10] |f:0.1.2,4.5|. Reported procedure: A mixture of 3(R)-[5-amino-1(S)-ethoxycarbonylpentyl]amino-4-oxo-2,3,4,5-tetrahydro-1,5-benzothiazepine-5-acetic acid dihydrochloride (0.2 g) obtained in Example 59, ethanol (10 ml), cyclohexanone (2 g) and sodium cyanoborohydride (0.3 g) is allowed to stand overnight at room temperature. To the residue, after evaporation of ethanol, is added 1N aqueous sodium hydroxide (4 ml). The resulting mixture is stirred at room temperature for 1 hour, diluted with water (20 ml) and extracted 3 times with ... The reactants are CN(C(=O)OC(C)(C)C)[C@H]1C[C@@H]([C@H](C1)C1=CC=CC=C1)CN1CCC(CC1)N(CC=C)C(=O)OCC1=CC=C(C=C1)[N+](=O)[O-] (1-(R)-(N-(methyl)-N-(t-butoxycarbonyl)amino)-3-(S)-((4-(N-(4-nitrobenzyloxycarbonyl)-N-(allyl)amino)piperidin-1-yl)methyl)-4-(S)-phenylcyclopentane), FC1=CC=C(C(=O)Cl)C=C1 (4-fluorobenzoyl chloride). The product is CN(C(=O)C1=CC=C(C=C1)F)[C@H]1C[C@@H]([C@H](C1)C1=CC=CC=C1)CN1CCC(CC1)N(CC=C)C(=O)OCC1=CC=C(C=C1)[N+](=O)[O-] (1-(R)-(N-(Methyl)-N-(4-fluorophenylcarbonyl)amino)-3-(S)-((4-(N-(4-nitrobenzyloxycarbonyl)-N-(allyl)amino)piperidin-1-yl)methyl)-4-(S)-phenylcyclopentane). Reaction SMILES: [CH3:1][N:2]([C@@H:10]1[CH2:14][C@H:13]([C:15]2[CH:20]=[CH:19][CH:18]=[CH:17][CH:16]=2)[C@@H:12]([CH2:21][N:22]2[CH2:27][CH2:26][CH:25]([N:28]([C:32]([O:34][CH2:35][C:36]3[CH:41]=[CH:40][C:39]([N+:42]([O-:44])=[O:43])=[CH:38][CH:37]=3)=[O:33])[CH2:29][CH:30]=[CH2:31])[CH2:24][CH2:23]2)[CH2:11]1)C(OC(C)(C)C)=O.[F:45][C:46]1[CH:54]=[CH:53][C:49]([C:50](Cl)=[O:51])=[CH:48][CH:47]=1>>[CH3:1][N:2]([C@@H:10]1[CH2:14][C@H:13]([C:15]2[CH:16]=[CH:17][CH:18]=[CH:19][CH:20]=2)[C@@H:12]([CH2:21][N:22]2[CH2:23][CH2:24][CH:25]([N:28]([C:32]([O:34][CH2:35][C:36]3[CH:37]=[CH:38][C:39]([N+:42]([O-:44])=[O:43])=[CH:40][CH:41]=3)=[O:33])[CH2:29][CH:30]=[CH2:31])[CH2:26][CH2:27]2)[CH2:11]1)[C:50]([C:49]1[CH:53]=[CH:54][C:46]([F:45])=[CH:47][CH:48]=1)=[O:51]. Procedure: Using essentially the same procedure as in Example 16, Step A and B but substituting 1-(R)-(N-(methyl)-N-(t-butoxycarbonyl)amino)-3-(S)-((4-(N-(4-nitrobenzyloxycarbonyl)-N-(allyl)amino)piperidin-1-yl)methyl)-4-(S)-phenylcyclopentane from Example 29, Step H in Step A and 4-fluorobenzoyl chloride in Step B, the title compound was prepared.